Dataset: the Open Reaction Database (ORD), a public repository of structured organic reaction records. Task: describe an organic reaction: reactants, conditions, products, and yield Conditions: time 4 hour. The reagents and catalysts are [C].[Pd] (palladium-carbon). Product: CN(CCCNC=1C(=CC(=CC1)C)N)C (N1-[3-(Dimethylamino)propyl]-4-methyl-1,2-benzenediamine). The reactants are CN(CCCNC1=C(C=C(C=C1)C)[N+](=O)[O-])C (N1,N1-dimethyl-N3-(4-methyl-2-nitrophenyl)-1,3-propanediamine). RXN SMILES: [CH3:1][N:2]([CH3:17])[CH2:3][CH2:4][CH2:5][NH:6][C:7]1[CH:12]=[CH:11][C:10]([CH3:13])=[CH:9][C:8]=1[N+:14]([O-])=O>C(O)C.[C].[Pd]>[CH3:17][N:2]([CH3:1])[CH2:3][CH2:4][CH2:5][NH:6][C:7]1[C:8]([NH2:14])=[CH:9][C:10]([CH3:13])=[CH:11][CH:12]=1 |f:2.3|. Run in C(C)O (ethanol). Procedure details: 10% of palladium-carbon (0.48 g) was added to a solution containing N1,N1-dimethyl-N3-(4-methyl-2-nitrophenyl)-1,3-propanediamine (2.37 g) in ethanol (20 ml) and the mixture was stirred for 4 hours under a hydrogen gas atmosphere at room temperature. After the catalyst was removed out by filtration, the filtrate was concentrated, thereby yielding the entitled compound (2.054 g) as dark green solid. The yield is 99.2%.